Dataset: the Open Reaction Database (ORD), a public repository of structured organic reaction records. Task: describe an organic reaction: reactants, conditions, products, and yield Reactants: COc1cccc(Br)c1, CC1CCC(=CN(C)c2ccccc2)C1=O, CC(C)(C)[O-], Cc1ccccc1, [Na+], O=C(C=Cc1ccccc1)C=Cc1ccccc1, O=C(C=Cc1ccccc1)C=Cc1ccccc1, O=C(C=Cc1ccccc1)C=Cc1ccccc1, [Pd], [Pd]. Product: COc1cccc(C2(C)CCC(=CN(C)c3ccccc3)C2=O)c1. RXN SMILES: [Br:17][c:18]1[cH:19][c:20]([O:24][CH3:25])[cH:21][cH:22][cH:23]1.[CH3:1][CH:2]1[C:3](=[O:16])[C:4](=[CH:7][N:8]([c:9]2[cH:10][cH:11][cH:12][cH:13][cH:14]2)[CH3:15])[CH2:5][CH2:6]1.[CH3:26][C:27]([CH3:28])([O-:29])[CH3:30].[CH3:88][c:89]1[cH:90][cH:91][cH:92][cH:93][cH:94]1.[Na+:31].[O:34]=[C:35]([CH:36]=[CH:37][c:38]1[cH:39][cH:40][cH:41][cH:42][cH:43]1)[CH:44]=[CH:45][c:46]1[cH:47][cH:48][cH:49][cH:50][cH:51]1.[O:52]=[C:53]([CH:54]=[CH:55][c:56]1[cH:57][cH:58][cH:59][cH:60][cH:61]1)[CH:62]=[CH:63][c:64]1[cH:65][cH:66][cH:67][cH:68][cH:69]1.[O:70]=[C:71]([CH:72]=[CH:73][c:74]1[cH:75][cH:76][cH:77][cH:78][cH:79]1)[CH:80]=[CH:81][c:82]1[cH:83][cH:84][cH:85][cH:86][cH:87]1.[Pd:32].[Pd:33]>>[CH3:1][C:2]1([c:18]2[cH:19][c:20]([O:24][CH3:25])[cH:21][cH:22][cH:23]2)[C:3](=[O:16])[C:4](=[CH:7][N:8]([c:9]2[cH:10][cH:11][cH:12][cH:13][cH:14]2)[CH3:15])[CH2:5][CH2:6]1.